Dataset: the Open Reaction Database (ORD), a public repository of structured organic reaction records. Task: describe an organic reaction: reactants, conditions, products, and yield Starting materials: Cl (hydrochloric acid), O.[OH-].[Li+] (Lithium hydroxide monohydrate), CC1=C(N=C(O1)C=1SC=CC1)COC1=CC=C(CO\N=C(/CCC(=O)OC)\C2=CC=CC=C2)C=C1 (methyl E-4-[4-[5-methyl-2-(2-thienyl)-4-oxazolylmethoxy]benzyloxyimino]-4-phenylbutyrate), O (water). The solvent is O1CCCC1 (tetrahydrofuran), CO (methanol). Run at time 2 hour. The product is CC1=C(N=C(O1)C=1SC=CC1)COC1=CC=C(CO\N=C(/CCC(=O)O)\C2=CC=CC=C2)C=C1 (E-4-[4-[5-methyl-2-(2-thienyl)-4-oxazolylmethoxy]benzyloxyimino]-4-phenylbutyric acid). The yield is 87.6%. Reaction SMILES: O.[OH-].[Li+].[CH3:4][C:5]1[O:9][C:8]([C:10]2[S:11][CH:12]=[CH:13][CH:14]=2)=[N:7][C:6]=1[CH2:15][O:16][C:17]1[CH:38]=[CH:37][C:20]([CH2:21][O:22]/[N:23]=[C:24](/[C:31]2[CH:36]=[CH:35][CH:34]=[CH:33][CH:32]=2)\[CH2:25][CH2:26][C:27]([O:29]C)=[O:28])=[CH:19][CH:18]=1.O.Cl>O1CCCC1.CO>[CH3:4][C:5]1[O:9][C:8]([C:10]2[S:11][CH:12]=[CH:13][CH:14]=2)=[N:7][C:6]=1[CH2:15][O:16][C:17]1[CH:38]=[CH:37][C:20]([CH2:21][O:22]/[N:23]=[C:24](/[C:31]2[CH:36]=[CH:35][CH:34]=[CH:33][CH:32]=2)\[CH2:25][CH2:26][C:27]([OH:29])=[O:28])=[CH:19][CH:18]=1 |f:0.1.2|. Procedure details: Lithium hydroxide monohydrate (73.6 mg) was added to a solution of methyl E-4-[4-[5-methyl-2-(2-thienyl)-4-oxazolylmethoxy]benzyloxyimino]-4-phenylbutyrate (430 mg) in tetrahydrofuran (6 ml)-water (4 ml)-methanol (4 ml) and stirred at room temperature for 2 hours. 1N hydrochloric acid (1.8 ml) was added to the reaction mixture and extracted with ethyl acetate. The ethyl acetate layer was washed with an aqueous saturated solution of sodium chloride, dried (MgSO4) and concentrated. The residue was... Reactants: C1(=CC=C(C=C1)S(=O)(=O)N1[C@H](C(=O)O)CCC1)C (N-(Toluene-4-sulfonyl)-L-proline), C=1(C(=CC=CC1)S(=O)(=O)O)C.C(C1=CC=CC=C1)OC([C@@H](N)CC1=CC=CC=C1)=O (L-phenylalanine benzyl ester toluenesulfonic acid salt). Yields the product C(C1=CC=CC=C1)OC([C@@H](NC([C@H]1N(CCC1)S(=O)(=O)C=1C(=CC=CC1)C)=O)CC1=CC=CC=C1)=O (N-(Toluenesulfonyl)-L-prolyl-L-phenylalanine Benzyl Ester). As a reaction SMILES: [C:1]1(C)[CH:6]=[CH:5][C:4]([S:7]([N:10]2[CH2:17][CH2:16][CH2:15][C@H:11]2[C:12]([OH:14])=O)(=[O:9])=[O:8])=[CH:3][CH:2]=1.[C:19]1(C)C(S(O)(=O)=O)=CC=CC=1.[CH2:30]([O:37][C:38](=[O:48])[C@H:39]([CH2:41][C:42]1[CH:47]=[CH:46][CH:45]=[CH:44][CH:43]=1)[NH2:40])[C:31]1[CH:36]=[CH:35][CH:34]=[CH:33][CH:32]=1>>[CH2:30]([O:37][C:38](=[O:48])[C@H:39]([CH2:41][C:42]1[CH:47]=[CH:46][CH:45]=[CH:44][CH:43]=1)[NH:40][C:12](=[O:14])[C@@H:11]1[CH2:15][CH2:16][CH2:17][N:10]1[S:7]([C:4]1[C:5]([CH3:19])=[CH:6][CH:1]=[CH:2][CH:3]=1)(=[O:8])=[O:9])[C:31]1[CH:32]=[CH:33][CH:34]=[CH:35][CH:36]=1 |f:1.2|. Reported procedure: N-(Toluene-4-sulfonyl)-L-proline was coupled to L-phenylalanine benzyl ester toluenesulfonic acid salt using the procedure described in Method 3 to give the title compound as an oil.